From a dataset of the Open Reaction Database (ORD), a public repository of structured organic reaction records. describe an organic reaction: reactants, conditions, products, and yield The reactants are C1COCCN1, CC1=CC(=CC(=C1NC(=O)CC(C)(C)C)C)Br. Reagents/catalysts: CC(C)(C)[O-].[K+], CN(C)C1=CC=CC=C1C2=CC=CC=C2P(C3CCCCC3)C4CCCCC4, C1=CC=C(C=C1)/C=C/C(=O)/C=C/C2=CC=CC=C2.C1=CC=C(C=C1)/C=C/C(=O)/C=C/C2=CC=CC=C2.C1=CC=C(C=C1)/C=C/C(=O)/C=C/C2=CC=CC=C2.[Pd].[Pd]. The solvent is CC1=CC=CC=C1. Conditions: temperature 80 celsius. Yields the product CC1=CC(=CC(=C1NC(=O)CC(C)(C)C)C)N2CCOCC2. Yield: 63.7%. Procedure details: Exemplar cmpd from , though employing slightly different Buchwald-Hartwig coupling conditions.  Tris(dibenzylidenacetone)dipalladium(0) (31 mg, 0.03 mmol) and 2'-(dicyclohexylphosphino)-N,N-dimethylbiphenyl-2-amine (27 mg, 0.07 mmol) were stirred in anhydrous toluene (3 mL) for 15 minutes under an argon (g) sparge. To the stirring soluntion was added the N-(4-bromo-2,6-dimethylphenyl)-3,3-dimethylbutanamide (200 mg, 0.67 mmol) and morpholine (0.070 mL, 0.80 mmol) neat, followed by the potassium ... Reactants: Cl.O1C2=C(C=CC=3C[C@@H]4[C@@]5(CCC([C@]1([C@@]5(C23)CCN4)C)=O)OC)OC (4,5α-epoxy-3,14-dimethoxy-5-methylmorphinan-6-one hydrochloride), Br (HBr). Product: Br.O1C2=C(C=CC=3C[C@@H]4[C@@]5(CCC([C@]1([C@@]5(C23)CCN4)C)=O)OC)O (4,5a-epoxy-3-hydroxy-14-methoxy-5-methylmorphinan-6-one hydrobromide). The yield is 66.0%. As a reaction SMILES: Cl.[O:2]1[C@:14]2([CH3:20])[C@@:15]34[CH2:17][CH2:18][NH:19][C@@H:9]([C@:10]3([O:22][CH3:23])[CH2:11][CH2:12][C:13]2=[O:21])[CH2:8][C:7]2=[C:16]4[C:3]1=[C:4]([O:24]C)[CH:5]=[CH:6]2.[BrH:26]>>[BrH:26].[O:2]1[C@:14]2([CH3:20])[C@@:15]34[CH2:17][CH2:18][NH:19][C@@H:9]([C@:10]3([O:22][CH3:23])[CH2:11][CH2:12][C:13]2=[O:21])[CH2:8][C:7]2=[C:16]4[C:3]1=[C:4]([OH:24])[CH:5]=[CH:6]2 |f:0.1,3.4|. Procedure: A solution of 4,5α-epoxy-3,14-dimethoxy-5-methylmorphinan-6-one hydrochloride (H. Schlnidhammer et al., Helv. Chim. Acta Vol. 77: 1585-1589, 1994) (1.0 g, 2.73 mmol) in 3.5 ml of 48% HBr was refluxed for 15 min. After cooling, the now brown solution was evaporated, the residue treated with MeOH and again evaporated (this operation was repeated once). The oily residue was crystallized from MeOH to yield 713 mg (66%) of colorless 4,5a-epoxy-3-hydroxy-14-methoxy-5-methylmorphinan-6-one hydrobromide... Starting materials: CNc1cccc(C)c1, CCN(C(C)C)C(C)C, O=C(O)c1ncc(Cl)cc1NS(=O)(=O)c1ccc(Cl)c(C(F)(F)F)c1. Yields the product Cc1cccc(N(C)C(=O)c2ncc(Cl)cc2NS(=O)(=O)c2ccc(Cl)c(C(F)(F)F)c2)c1. As a reaction SMILES: [CH3:26][NH:27][c:28]1[cH:29][c:30]([CH3:34])[cH:31][cH:32][cH:33]1.[CH:35]([N:36]([CH2:37][CH3:38])[CH:39]([CH3:40])[CH3:41])([CH3:42])[CH3:43].[Cl:1][c:2]1[cH:3][c:4]([NH:11][S:12](=[O:13])(=[O:14])[c:15]2[cH:16][c:17]([C:22]([F:23])([F:24])[F:25])[c:18]([Cl:21])[cH:19][cH:20]2)[c:5]([C:8](=[O:9])[OH:10])[n:6][cH:7]1>>[Cl:1][c:2]1[cH:3][c:4]([NH:11][S:12](=[O:13])(=[O:14])[c:15]2[cH:16][c:17]([C:22]([F:23])([F:24])[F:25])[c:18]([Cl:21])[cH:19][cH:20]2)[c:5]([C:8](=[O:9])[N:27]([CH3:26])[c:28]2[cH:29][c:30]([CH3:34])[cH:31][cH:32][cH:33]2)[n:6][cH:7]1. The reactants are COc1cc(OC)c2c(c1)Sc1ccccc1CC2=O, O=C1Cc2ccccc2Sc2cc(O)cc(O)c21. Yields the product Oc1cc(O)c2c(c1)Sc1ccccc1CC2. RXN SMILES: [CH3:19][O:20][c:21]1[cH:22][c:23]([O:24][CH3:25])[c:26]2[c:37]([cH:38]1)[S:36][c:35]1[c:30]([cH:31][cH:32][cH:33][cH:34]1)[CH2:29][C:27]2=[O:28].[OH:1][c:2]1[cH:3][c:4]2[c:5]([c:16]([OH:18])[cH:17]1)[C:6](=[O:15])[CH2:7][c:8]1[c:9]([cH:11][cH:12][cH:13][cH:14]1)[S:10]2>>[OH:1][c:2]1[cH:3][c:4]2[c:5]([c:16]([OH:18])[cH:17]1)[CH2:6][CH2:7][c:8]1[c:9]([cH:11][cH:12][cH:13][cH:14]1)[S:10]2.